This data is from the Open Reaction Database (ORD), a public repository of structured organic reaction records. The task is: describe an organic reaction: reactants, conditions, products, and yield Reactants: N (ammonia), S(=O)(Cl)Cl (Thionyl chloride), BrC1=C(C(=O)O)C=CC=C1C (2-bromo-3-methylbenzoic acid), CN(C)C=O (DMF), ClCC(C)=O (1-Chloro-2-propanone). Solvent: CCO (EtOH), C(Cl)Cl (DCM), O (water). Reaction conditions: time 1 hour. The product is BrC1=C(C=CC=C1C)C=1OC=C(N1)C (2-(2-bromo-3-methylphenyl)-4-methyloxazole). As a reaction SMILES: S(Cl)(Cl)=O.[Br:5][C:6]1[C:14]([CH3:15])=[CH:13][CH:12]=[CH:11][C:7]=1[C:8]([OH:10])=O.C[N:17](C=O)C.N.Cl[CH2:23][C:24](=O)[CH3:25]>C(Cl)Cl.O.CCO>[Br:5][C:6]1[C:14]([CH3:15])=[CH:13][CH:12]=[CH:11][C:7]=1[C:8]1[O:10][CH:23]=[C:24]([CH3:25])[N:17]=1. Reported procedure: Thionyl chloride (0.570 mL, 7.81 mmol) was added to a solution of 2-bromo-3-methylbenzoic acid (1.60 g, 7.44 mmol) and DMF (0.058 mL, 0.744 mmol) in DCM (50 mL) at 0° C. The reaction mixture was allowed to warm to RT and stirred for 1 hr and then cooled to 0° C. before ammonia 2N i-PrOH (18.60 mL, 37.2 mmol) was added. The resulting cloudy solution was stirred for 30 min. The reaction mixture was diluted with water and extracted with EtOAc. The combined organic extracts were washed with 10% sodi...